From a dataset of the Open Reaction Database (ORD), a public repository of structured organic reaction records. describe an organic reaction: reactants, conditions, products, and yield Reactants: O=C([O-])[O-], CC1(C)OB(c2ccc(N)cc2)OC1(C)C, COCCOC, CCOC(C)=O, Clc1nc(N2CC3CCC(C2)O3)c2cnn(-c3ccccc3)c2n1, [Na+], [Na+]. Product: Nc1ccc(-c2nc(N3CC4CCC(C3)O4)c3cnn(-c4ccccc4)c3n2)cc1. RXN SMILES: [C:41](=[O:42])([O-:43])[O-:44].[CH3:25][C:26]1([CH3:27])[C:28]([CH3:29])([CH3:30])[O:31][B:32]([c:33]2[cH:34][cH:35][c:36]([NH2:37])[cH:38][cH:39]2)[O:40]1.[CH3:47][O:48][CH2:49][CH2:50][O:51][CH3:52].[CH3:53][CH2:54][O:55][C:56]([CH3:57])=[O:58].[Cl:1][c:2]1[n:3][c:4]([N:17]2[CH2:18][CH:19]3[CH2:20][CH2:21][CH:22]([CH2:23]2)[O:24]3)[c:5]2[c:6]([n:7]1)[n:8](-[c:11]1[cH:12][cH:13][cH:14][cH:15][cH:16]1)[n:9][cH:10]2.[Na+:45].[Na+:46]>>[c:2]1(-[c:33]2[cH:34][cH:35][c:36]([NH2:37])[cH:38][cH:39]2)[n:3][c:4]([N:17]2[CH2:18][CH:19]3[CH2:20][CH2:21][CH:22]([CH2:23]2)[O:24]3)[c:5]2[c:6]([n:7]1)[n:8](-[c:11]1[cH:12][cH:13][cH:14][cH:15][cH:16]1)[n:9][cH:10]2. Reactants: COC(COC=1C2=C(N=C(N1)OC)N(C(=C2C(C(=O)N)=O)CC)CC2=CC=CC=C2)=O ([[2-methoxy-5-(aminooxoacetyl)-6-ethyl-7-(phenylmethyl)-7H-pyrrolo[2,3-d]pyrimidin-4-yl]oxy]acetic acid methyl ester), CO (methanol), [OH-].[Na+] (sodium hydroxide), Cl (HCl). The solvent is O (water). Conditions: time 18 hour. Yields the product COC=1N=C(C2=C(N1)N(C(=C2C(C(=O)N)=O)CC)CC2=CC=CC=C2)OCC(=O)O ([[2-methoxy-5-(aminooxoacetyl)-6-ethyl-7-(phenylmethyl)-7H-pyrrolo[2,3-d]pyrimidin-4-yl]oxy]acetic acid). Isolated yield 56.9%. As a reaction SMILES: C[O:2][C:3](=[O:31])[CH2:4][O:5][C:6]1[C:7]2[C:16]([C:17](=[O:21])[C:18]([NH2:20])=[O:19])=[C:15]([CH2:22][CH3:23])[N:14]([CH2:24][C:25]3[CH:30]=[CH:29][CH:28]=[CH:27][CH:26]=3)[C:8]=2[N:9]=[C:10]([O:12][CH3:13])[N:11]=1.CO.[OH-].[Na+].Cl>O>[CH3:13][O:12][C:10]1[N:11]=[C:6]([O:5][CH2:4][C:3]([OH:31])=[O:2])[C:7]2[C:16]([C:17](=[O:21])[C:18]([NH2:20])=[O:19])=[C:15]([CH2:22][CH3:23])[N:14]([CH2:24][C:25]3[CH:30]=[CH:29][CH:28]=[CH:27][CH:26]=3)[C:8]=2[N:9]=1 |f:2.3|. Reported procedure: A suspension of 40 mg of [[2-methoxy-5-(aminooxoacetyl)-6-ethyl-7-(phenylmethyl)-7H-pyrrolo[2,3-d]pyrimidin-4-yl]oxy]acetic acid methyl ester, 2.0 mL of methanol and 0.5 mL of 2 M sodium hydroxide were stirred at ambient temperature for 18 hours. The reaction was diluted with 10 mL of water and then adjusted to pH 4 with 1 M HCl providing a precipitate. The precipitate was collected by filtration and washed with 5 mL of water and dried in vacuo (40° C., 10 torr) to provide 22 mg of [[2-methoxy-5... Reactants: CCOc1cc(C(C)(C)C)ncc1C1=NC(C)(c2ccc(Cl)cc2)C(C)(c2ccc(Cl)cc2)N1C(=O)Cl, CN1CCN(C2CCNCC2)CC1. The product is CCOc1cc(C(C)(C)C)ncc1C1=NC(C)(c2ccc(Cl)cc2)C(C)(c2ccc(Cl)cc2)N1C(=O)N1CCC(N2CCN(C)CC2)CC1. Reaction SMILES: [C:1]([CH3:2])([CH3:3])([CH3:4])[c:5]1[cH:6][c:7]([O:35][CH2:36][CH3:37])[c:8]([C:11]2=[N:15][C:14]([CH3:16])([c:17]3[cH:18][cH:19][c:20]([Cl:23])[cH:21][cH:22]3)[C:13]([CH3:24])([c:25]3[cH:26][cH:27][c:28]([Cl:31])[cH:29][cH:30]3)[N:12]2[C:32](=[O:33])[Cl:34])[cH:9][n:10]1.[CH3:38][N:39]1[CH2:40][CH2:41][N:42]([CH:45]2[CH2:46][CH2:47][NH:48][CH2:49][CH2:50]2)[CH2:43][CH2:44]1>>[C:1]([CH3:2])([CH3:3])([CH3:4])[c:5]1[cH:6][c:7]([O:35][CH2:36][CH3:37])[c:8]([C:11]2=[N:15][C:14]([CH3:16])([c:17]3[cH:18][cH:19][c:20]([Cl:23])[cH:21][cH:22]3)[C:13]([CH3:24])([c:25]3[cH:26][cH:27][c:28]([Cl:31])[cH:29][cH:30]3)[N:12]2[C:32](=[O:33])[N:48]2[CH2:47][CH2:46][CH:45]([N:42]3[CH2:41][CH2:40][N:39]([CH3:38])[CH2:44][CH2:43]3)[CH2:50][CH2:49]2)[cH:9][n:10]1.